From a dataset of the Open Reaction Database (ORD), a public repository of structured organic reaction records. describe an organic reaction: reactants, conditions, products, and yield Reactants: ClC=1C=CC(=C(C1)C1=NNC(C2=CC(=CC=C12)S(=O)(=O)N(C=1SC(=CN1)F)CC1=C(C=C(C=C1)OC)OC)=O)OC (1-(5-Chloro-2-methoxyphenyl)-N-(2,4-dimethoxybenzyl)-N-(5-fluorothiazol-2-yl)-4-oxo-3,4-dihydrophthalazine-6-sulfonamide), C(Cl)Cl (DCM), C(=O)(C(F)(F)F)O (TFA). Reaction conditions: time 30 minute. Yields the product ClC=1C=CC(=C(C1)C1=NNC(C2=CC(=CC=C12)S(=O)(=O)NC=1SC(=CN1)F)=O)OC (1-(5-chloro-2-methoxyphenyl)-N-(5-fluorothiazol-2-yl)-4-oxo-3,4-dihydrophthalazine-6-sulfonamide). Isolated yield 2.7%. As a reaction SMILES: [Cl:1][C:2]1[CH:3]=[CH:4][C:5]([O:40][CH3:41])=[C:6]([C:8]2[C:17]3[C:12](=[CH:13][C:14]([S:18]([N:21](CC4C=CC(OC)=CC=4OC)[C:22]4[S:23][C:24]([F:27])=[CH:25][N:26]=4)(=[O:20])=[O:19])=[CH:15][CH:16]=3)[C:11](=[O:39])[NH:10][N:9]=2)[CH:7]=1.C(Cl)Cl.C(O)(C(F)(F)F)=O>>[Cl:1][C:2]1[CH:3]=[CH:4][C:5]([O:40][CH3:41])=[C:6]([C:8]2[C:17]3[C:12](=[CH:13][C:14]([S:18]([NH:21][C:22]4[S:23][C:24]([F:27])=[CH:25][N:26]=4)(=[O:19])=[O:20])=[CH:15][CH:16]=3)[C:11](=[O:39])[NH:10][N:9]=2)[CH:7]=1. Procedure: A vial was charged with 5-fluoro-N-(4-methoxybenzyl)thiazol-2-amine (67.1 mg, 0.282 mmol), perfluorophenyl 1-(5-chloro-2-methoxyphenyl)-4-oxo-3,4-dihydrophthalazine-6-sulfonate (100 mg, 0.188 mmol), and THF (938 μl). The resulting solution was cooled to 0° C. for 10 min. Then lithium bis(trimethylsilyl)amide (1M in THF) (413 μl, 0.413 mmol) was added drop wise. LCMS after 15 min showed incomplete conversion of SM. Additional LHMDS (400 μL, 1M in THF) was added. After 15 min, TLC showed complete ... Starting materials: O[C@H]1[C@@H](CCCC1)NC(=O)C1=NC(=C(N=C1C(F)(F)F)OCC1CC1)C1=CC(=CC=C1)Cl (6-(3-chloro-phenyl)-5-cyclopropylmethoxy-3-trifluoromethyl-pyrazine-2-carboxylic acid ((1R,2R)-2-hydroxy-cyclohexyl)-amide), NC=1C(=NC(=C(N1)C(F)(F)F)Br)C1=CC=C(C=C1)NS(=O)(=O)C (N-[4-(3-amino-6-bromo-5-trifluoromethyl-pyrazin-2-yl)-phenyl]-methanesulfonamide). The product is O[C@H]1[C@@H](CCCC1)NC(=O)C1=NC(=C(N=C1C(F)(F)F)OCC1CC1)C1=CC=C(C=C1)NS(=O)(=O)C (6-(4-methanesulfonylamino-phenyl)-5-cyclopropylmethoxy-3-trifluoromethyl-pyrazine-2-carboxylic acid ((1R,2R)-2-hydroxy-cyclohexyl)-amide). RXN SMILES: [OH:1][C@@H:2]1[CH2:7][CH2:6][CH2:5][CH2:4][C@H:3]1[NH:8][C:9]([C:11]1[C:16]([C:17]([F:20])([F:19])[F:18])=[N:15][C:14]([O:21][CH2:22][CH:23]2[CH2:25][CH2:24]2)=[C:13]([C:26]2[CH:31]=[CH:30][CH:29]=[C:28](Cl)[CH:27]=2)[N:12]=1)=[O:10].NC1C(C2C=CC([NH:51][S:52]([CH3:55])(=[O:54])=[O:53])=CC=2)=NC(Br)=C(C(F)(F)F)N=1>>[OH:1][C@@H:2]1[CH2:7][CH2:6][CH2:5][CH2:4][C@H:3]1[NH:8][C:9]([C:11]1[C:16]([C:17]([F:20])([F:19])[F:18])=[N:15][C:14]([O:21][CH2:22][CH:23]2[CH2:25][CH2:24]2)=[C:13]([C:26]2[CH:31]=[CH:30][C:29]([NH:51][S:52]([CH3:55])(=[O:54])=[O:53])=[CH:28][CH:27]=2)[N:12]=1)=[O:10]. Procedure: In analogy to example 6 (6-(3-chloro-phenyl)-5-cyclopropylmethoxy-3-trifluoromethyl-pyrazine-2-carboxylic acid ((1R,2R)-2-hydroxy-cyclohexyl)-amide) the title compound was prepared by substituting 5-bromo-3-(3-chloro-phenyl)-6-trifluoromethyl-pyrazin-2-ylamine with N-[4-(3-amino-6-bromo-5-trifluoromethyl-pyrazin-2-yl)-phenyl]-methanesulfonamide. Reactants: C, CO, O=[N+]([O-])c1ccc2c(n1)CCO2, [Pd]. Yields the product Nc1ccc2c(n1)CCO2. Reaction SMILES: [C:15].[CH3:13][OH:14].[N+:1]([O-:2])(=[O:3])[c:4]1[cH:5][cH:6][c:7]2[c:8]([n:9]1)[CH2:10][CH2:11][O:12]2.[Pd:16]>>[NH2:1][c:4]1[cH:5][cH:6][c:7]2[c:8]([n:9]1)[CH2:10][CH2:11][O:12]2. Starting materials: [Li]CCCC, C[Sn](C)(C)Cl, O, c1ccoc1. Yields the product C[Sn](C)(C)c1ccco1. RXN SMILES: [CH2:6]([Li:7])[CH2:8][CH2:9][CH3:10].[CH3:11][Sn:12]([CH3:13])([CH3:14])[Cl:15].[OH2:16].[cH:1]1[cH:2][cH:3][o:4][cH:5]1>>[cH:1]1[cH:2][c:3]([Sn:12]([CH3:11])([CH3:13])[CH3:14])[o:4][cH:5]1. The reactants are [Si](C)(C)(C(C)(C)C)OCCCN1C(N(C2=C(C1=O)C(=C(N=C2)C2=CC(=CC=C2)Cl)C(CC(C)C)O)C)=O (3-(3-(tert-butyldimethylsilyloxy)propyl)-6-(3-chlorophenyl)-5-(1-hydroxy-3-methylbutyl)-1-methylpyrido[3,4-d]pyrimidine-2,4(1H,3H)-dione), C(=O)O (HCOOH). The reagents and catalysts are [Zn] (Zn). Run in CC(OCC)=O (EA), O (water). Conditions: temperature 50 celsius. The product is C(=O)OCCCN1C(N(C2=C(C1=O)C(=C(N=C2)C2=CC(=CC=C2)Cl)CCC(C)C)C)=O (3-(6-(3-chlorophenyl)-5-isopentyl-1-methyl-2,4-dioxo-1,2-dihydropyrido[3,4-d]pyrimidin-3(4H)-yl)propyl formate). Yield: 70.0%. As a reaction SMILES: [Si]([O:8][CH2:9][CH2:10][CH2:11][N:12]1[C:17](=[O:18])[C:16]2[C:19]([CH:30](O)[CH2:31][CH:32]([CH3:34])[CH3:33])=[C:20]([C:23]3[CH:28]=[CH:27][CH:26]=[C:25]([Cl:29])[CH:24]=3)[N:21]=[CH:22][C:15]=2[N:14]([CH3:36])[C:13]1=[O:37])(C(C)(C)C)(C)C.[CH:38](O)=[O:39]>CC(=O)OCC.O.[Zn]>[CH:38]([O:8][CH2:9][CH2:10][CH2:11][N:12]1[C:17](=[O:18])[C:16]2[C:19]([CH2:30][CH2:31][CH:32]([CH3:34])[CH3:33])=[C:20]([C:23]3[CH:28]=[CH:27][CH:26]=[C:25]([Cl:29])[CH:24]=3)[N:21]=[CH:22][C:15]=2[N:14]([CH3:36])[C:13]1=[O:37])=[O:39]. Procedure details: To a solution of 3-(3-(tert-butyldimethylsilyloxy)propyl)-6-(3-chlorophenyl)-5-(1-hydroxy-3-methylbutyl)-1-methylpyrido[3,4-d]pyrimidine-2,4(1H,3H)-dione (30 mg, 0.055 mmol) in HCOOH (1 mL) was added Zn dust (35.6 mg, 0.55 mmol). The reaction was heated at 50° C. for 1 h, cooled to RT and diluted with EA (5 mL) and water (1 mL). The organic layer was washed with brine (1 mL), dried over Na2SO4 and concentrated to give 3-(6-(3-chlorophenyl)-5-isopentyl-1-methyl-2,4-dioxo-1,2-dihydropyrido[3,4-d]p... Reactants: C(C1=CC=CC=C1)N (benzylamine), BrCCCC#N (4-bromobutyronitrile), C1CCCCC1 (cyclohexane), Br.C(C1=CC=CC=C1)N (benzylamine hydrobromide). Solvent: C(C)OCC (diethyl ether). Yields the product C(C1=CC=CC=C1)NCCCC#N (4-benzylaminobutyronitrile). Yield: 66.0%. RXN SMILES: [CH2:1]([NH2:8])[C:2]1[CH:7]=[CH:6][CH:5]=[CH:4][CH:3]=1.Br[CH2:10][CH2:11][CH2:12][C:13]#[N:14].C1CCCCC1.Br.C(N)C1C=CC=CC=1>C(OCC)C>[CH2:1]([NH:8][CH2:10][CH2:11][CH2:12][C:13]#[N:14])[C:2]1[CH:7]=[CH:6][CH:5]=[CH:4][CH:3]=1 |f:3.4|. Procedure: 32.2 g of benzylamine, 14.8 g of 4-bromobutyronitrile and 30 ml of cyclohexane are stirred at room temperature for 12 hours. After the addition of diethyl ether the separated benzylamine hydrobromide is filtered off; the ether phase is washed with water, dried and concentrated by evaporation. The residue is distilled in vacuo to yield 11.5 g (66% of theory) of 4-benzylaminobutyronitrile (B.P. 114° to 120°/0.05 mm Hg). Starting materials: FC1=CC(=C(C=C1)NC=1OC2=C(N1)C=CC(=C2F)CC(=O)OC)C (methyl (2-(4-fluoro-2-methylphenylamino)-7-fluoro-6-benzoxazolyl)acetate), [OH-].[Na+] (NaOH). The solvent is C1CCOC1.CO (THF methanol). Run at time 12 hour. Yields the product FC1=CC(=C(C=C1)NC=1OC2=C(N1)C=CC(=C2F)CC(=O)O)C ((2-(4-fluoro-2-methylphenylamino)-7-fluoro-6-benzoxazolyl)acetic acid). The yield is 109.2%. As a reaction SMILES: [F:1][C:2]1[CH:7]=[CH:6][C:5]([NH:8][C:9]2[O:10][C:11]3[C:17]([F:18])=[C:16]([CH2:19][C:20]([O:22]C)=[O:21])[CH:15]=[CH:14][C:12]=3[N:13]=2)=[C:4]([CH3:24])[CH:3]=1.[OH-].[Na+]>C1COCC1.CO>[F:1][C:2]1[CH:7]=[CH:6][C:5]([NH:8][C:9]2[O:10][C:11]3[C:17]([F:18])=[C:16]([CH2:19][C:20]([OH:22])=[O:21])[CH:15]=[CH:14][C:12]=3[N:13]=2)=[C:4]([CH3:24])[CH:3]=1 |f:1.2,3.4|. Procedure details: In THF/methanol (2:1, v/v, 120 ml) was dissolved methyl (2-(4-fluoro-2-methylphenylamino)-7-fluoro-6-benzoxazolyl)acetate (1.32 g, 3.97 mmol). To the resulting solution was added 1N NaOH (40 ml). After stirring at room temperature for 12 hours, the reaction mixture was distilled under reduced pressure to remove the solvent. The residue was acidified with 1N HCl. The crystals thus precipitated were collected by filtration under reduced pressure, washed with water and dried under reduced pressure ...